Dataset: the Open Reaction Database (ORD), a public repository of structured organic reaction records. Task: describe an organic reaction: reactants, conditions, products, and yield Reactants: C(C)(C)(C)C1=C(C=CC(=C1)C(C)(C)C)O (2,4-di-tert-butylphenol), C(CCC)[Li] (butyllithium), [Cl-].[Cl-].C[Zr](C1C(=CC2=CC=CC=C12)C)(C1C(=CC2=CC=CC=C12)C)(=[SiH2])C (dimethylsilanediylbis-(2-methylindenyl)zirconium dichloride), C1CCOC1 (THF). Solvent: C1(=CC=CC=C1)C (toluene), C1(=CC=CC=C1)C (toluene). Run at temperature 60 celsius, time 1 hour. The product is C(C)(C)(C)C1=C([O-])C=CC(=C1)C(C)(C)C.[Cl-].C[Zr](C1C(=CC2=CC=CC=C12)C)(C1C(=CC2=CC=CC=C12)C)(=[SiH2])C (Dimethylsilanediylbis(2-methylindenyl)zirconium monochloride mono(2,4-di-tert-butylphenoxide)). As a reaction SMILES: [C:1]([C:5]1[CH:10]=[C:9]([C:11]([CH3:14])([CH3:13])[CH3:12])[CH:8]=[CH:7][C:6]=1[OH:15])([CH3:4])([CH3:3])[CH3:2].C1COCC1.C([Li])CCC.[Cl-:26].[Cl-].[CH3:28][Zr:29]([CH3:51])(=[SiH2:50])([CH:40]1[C:48]2[C:43](=[CH:44][CH:45]=[CH:46][CH:47]=2)[CH:42]=[C:41]1[CH3:49])[CH:30]1[C:38]2[C:33](=[CH:34][CH:35]=[CH:36][CH:37]=2)[CH:32]=[C:31]1[CH3:39]>C1(C)C=CC=CC=1>[C:1]([C:5]1[CH:10]=[C:9]([C:11]([CH3:14])([CH3:13])[CH3:12])[CH:8]=[CH:7][C:6]=1[O-:15])([CH3:4])([CH3:3])[CH3:2].[Cl-:26].[CH3:51][Zr:29]([CH3:28])(=[SiH2:50])([CH:40]1[C:48]2[C:43](=[CH:44][CH:45]=[CH:46][CH:47]=2)[CH:42]=[C:41]1[CH3:49])[CH:30]1[C:38]2[C:33](=[CH:34][CH:35]=[CH:36][CH:37]=2)[CH:32]=[C:31]1[CH3:39] |f:3.4.5,7.8.9|. Procedure details: 1.03 g (5 mmol) of 2,4-di-tert-butylphenol in 10 ml of toluene/1 ml of THF were admixed at room temperature with 1.85 ml (5 mmol) of a 20% strength solution of butyllithium in toluene. The mixture was stirred for another 1 hour at 60° C. At room temperature, 1.19 g (2.5 mmol) of dimethylsilanediylbis-(2-methylindenyl)zirconium dichloride were added as a solid. The suspension was stirred for 2 hours at 60° C. and subsequently filtered hot through Celite. The filter cake was extracted 3 times with...